Dataset: the Open Reaction Database (ORD), a public repository of structured organic reaction records. Task: describe an organic reaction: reactants, conditions, products, and yield Reactants: OC=1C(=C(OCCCOC2=C(C3=C(CCC(O3)C(=O)OC)C=C2)CCC)C=CC1C(=O)NC)CCC (Methyl 3,4-dihydro-7-[3-[3-hydroxy-2-propyl-4-[(methylamino)carbonyl]phenoxy]propoxy]-8-propyl-2H-1-benzopyran-2-carboxylate), S(=O)(=O)(OC)OC (dimethyl sulfate), [OH-].[K+] (potassium hydroxide). Solvent: C1CCOC1 (THF). Reaction conditions: time 8 hour. Product: COC=1C(=C(OCCCOC2=C(C3=C(CCC(O3)C(=O)OC)C=C2)CCC)C=CC1C(=O)NC)CCC (Methyl 3,4-dihydro-7-[3-[3-methoxy-2-propyl-4-[(methylamino)carbonyl]phenoxy]propoxy]-8- propyl-2H-1-benzopyran-2-carboxylate). RXN SMILES: [OH:1][C:2]1[C:3]([CH2:34][CH2:35][CH3:36])=[C:4]([CH:27]=[CH:28][C:29]=1[C:30]([NH:32][CH3:33])=[O:31])[O:5][CH2:6][CH2:7][CH2:8][O:9][C:10]1[CH:23]=[CH:22][C:13]2[CH2:14][CH2:15][CH:16]([C:18]([O:20][CH3:21])=[O:19])[O:17][C:12]=2[C:11]=1[CH2:24][CH2:25][CH3:26].S(OC)(O[CH3:41])(=O)=O.[OH-].[K+]>C1COCC1>[CH3:41][O:1][C:2]1[C:3]([CH2:34][CH2:35][CH3:36])=[C:4]([CH:27]=[CH:28][C:29]=1[C:30]([NH:32][CH3:33])=[O:31])[O:5][CH2:6][CH2:7][CH2:8][O:9][C:10]1[CH:23]=[CH:22][C:13]2[CH2:14][CH2:15][CH:16]([C:18]([O:20][CH3:21])=[O:19])[O:17][C:12]=2[C:11]=1[CH2:24][CH2:25][CH3:26] |f:2.3|. Procedure: The compound of Example 33 (100 mg, 0.2 mmol), dimethyl sulfate (76 mg, 0.6 mmol), and potassium hydroxide (22 mg, 0.4 mmol) were added to about 15 ml of THF. The reaction mixture was stirred overnight at room temperature then washed with water and thoroughly extracted with ethyl acetate. The organic layer was dried over magnesium sulfate and concentrated in vacuo. Chromatography of the crude material on silica gel using 50/50 ethyl acetate/hexane as eluant gave the product. Reactants: BrC1=C(C=NC=C1)N(C(C1=CC(=CC(=C1)C(F)(F)F)C(F)(F)F)=O)C (N-(4-bromo-pyridin-3-yl)-N-methyl-3,5-bis-trifluoromethyl-benzamide), ClC1=CC(=C(C=C1)B(O)O)C (4-chloro-2-methylphenylboronic acid), solid. Yields the product ClC1=CC(=C(C=C1)C1=C(C=NC=C1)N(C(C1=CC(=CC(=C1)C(F)(F)F)C(F)(F)F)=O)C)C (N-[4-(4-Chloro-2-methyl-phenyl)-pyridin-3-yl]-N-methyl-3,5-bis-trifluoromethyl-benzamide). RXN SMILES: Br[C:2]1[CH:7]=[CH:6][N:5]=[CH:4][C:3]=1[N:8]([CH3:25])[C:9](=[O:24])[C:10]1[CH:15]=[C:14]([C:16]([F:19])([F:18])[F:17])[CH:13]=[C:12]([C:20]([F:23])([F:22])[F:21])[CH:11]=1.[Cl:26][C:27]1[CH:32]=[CH:31][C:30](B(O)O)=[C:29]([CH3:36])[CH:28]=1>>[Cl:26][C:27]1[CH:32]=[CH:31][C:30]([C:2]2[CH:7]=[CH:6][N:5]=[CH:4][C:3]=2[N:8]([CH3:25])[C:9](=[O:24])[C:10]2[CH:15]=[C:14]([C:16]([F:19])([F:18])[F:17])[CH:13]=[C:12]([C:20]([F:23])([F:22])[F:21])[CH:11]=2)=[C:29]([CH3:36])[CH:28]=1. Procedure: The title compound was prepared in analogy to example 25, from N-(4-bromo-pyridin-3-yl)-N-methyl-3,5-bis-trifluoromethyl-benzamide (example 25, intermediate a) and 4-chloro-2-methylphenylboronic acid (CAS RN 209919-30-2). Off-white solid (27%). MS (ESI): m/z=472.8 [M+H]+. Reactants: CC(C)(C)OC(=O)NC(CCCC(C)(C)[N+](=O)[O-])C(=O)O, ClCCl. The product is COC(=O)C(CCCC(C)(C)[N+](=O)[O-])NC(=O)OC(C)(C)C. As a reaction SMILES: [C:1]([CH3:2])([CH3:3])([CH3:4])[O:5][C:6](=[O:7])[NH:8][CH:9]([C:10](=[O:11])[OH:12])[CH2:13][CH2:14][CH2:15][C:16]([CH3:17])([N+:18](=[O:19])[O-:20])[CH3:21].[Cl:22][CH2:23][Cl:24]>>[C:1]([CH3:2])([CH3:3])([CH3:4])[O:5][C:6](=[O:7])[NH:8][CH:9]([C:10](=[O:11])[O:12][CH3:23])[CH2:13][CH2:14][CH2:15][C:16]([CH3:17])([N+:18](=[O:19])[O-:20])[CH3:21]. Starting materials: ClC1=CC=C(C=C1)N1NC(=CC1=O)C (1-(4-chlorophenyl)-3-methyl-5-pyrazolone), FC(C(C(=O)OC)=O)(F)F (methyl trifluoropyruvate). Run in C(Cl)(Cl)Cl (chloroform). Conditions: temperature 80 celsius, time 2 hour. Product: COC(C(C1=C(NN(C1=O)C1=CC=C(C=C1)Cl)C)(C(F)(F)F)O)=O (1-(4-chlorophenyl)-2,5-dihydro-α-hydroxy-3-methyl-5-oxo-α-trifluoromethyl-1H-pyrazole-4-acetic acid methyl ester), solid. RXN SMILES: [Cl:1][C:2]1[CH:7]=[CH:6][C:5]([N:8]2[C:12](=[O:13])[CH:11]=[C:10]([CH3:14])[NH:9]2)=[CH:4][CH:3]=1.[F:15][C:16]([F:24])([F:23])[C:17](=[O:22])[C:18]([O:20][CH3:21])=[O:19]>C(Cl)(Cl)Cl>[CH3:21][O:20][C:18](=[O:19])[C:17]([OH:22])([C:16]([F:24])([F:23])[F:15])[C:11]1[C:12](=[O:13])[N:8]([C:5]2[CH:4]=[CH:3][C:2]([Cl:1])=[CH:7][CH:6]=2)[NH:9][C:10]=1[CH3:14]. Procedure details: To a chloroform solution (5 ml) of 1-(4-chlorophenyl)-3-methyl-5-pyrazolone (104 mg, 0.5 mmol), methyl trifluoropyruvate (78 mg, 0.5 mmol) was added at room temperature and the mixture was stirred at 80° C. for 2 hours. After removing the solvent under reduced pressure, the title compound was obtained as a colorless solid (182 mg). Product: IC=1C=C(C=CC1)C(C)O (1-(3-iodophenyl)-ethanol). Procedure: To a cold (ice water) solution of 3-iodoacetophenone (2.59 gm; 10.5 mmol) in methanol (10 mL) is added sodium borohydride (395 mg; 10.4 mmol) is stirred for thirty minutes. Water (10 mL) is added to the solution and stirred 15 minutes. Saturated ammonium chloride (40 mL) is added and the solution is extracted with ethyl acetate. The organics are separated and dried over magnesium sulfate. The solvent is removed to give 2.26 grams of 1-(3-iodophenyl)-ethanol. Solvent: CO (methanol). Yield: 86.8%. As a reaction SMILES: [CH3:1][C:2]([C:4]1[CH:9]=[CH:8][CH:7]=[C:6]([I:10])[CH:5]=1)=[O:3].[BH4-].[Na+].O.[Cl-].[NH4+]>CO>[I:10][C:6]1[CH:5]=[C:4]([CH:2]([OH:3])[CH3:1])[CH:9]=[CH:8][CH:7]=1 |f:1.2,4.5|. Reactants: O (Water), [Cl-].[NH4+] (ammonium chloride), ice water, CC(=O)C1=CC(=CC=C1)I (3-iodoacetophenone), [BH4-].[Na+] (sodium borohydride). The reactants are COc1cc2nccc(Oc3ccc(N)cc3)c2cc1OC, CCO, Cc1ccccc1C(=O)N=C=S, Cc1ccccc1. Yields the product COc1cc2nccc(Oc3ccc(NC(=S)NC(=O)c4ccccc4C)cc3)c2cc1OC. RXN SMILES: [CH3:1][O:2][c:3]1[cH:4][c:5]2[c:6]([O:15][c:16]3[cH:17][cH:18][c:19]([NH2:20])[cH:21][cH:22]3)[cH:7][cH:8][n:9][c:10]2[cH:11][c:12]1[O:13][CH3:14].[CH3:23][CH2:24][OH:25].[CH3:26][c:27]1[c:28]([C:33](=[O:34])[N:35]=[C:36]=[S:37])[cH:29][cH:30][cH:31][cH:32]1.[CH3:38][c:39]1[cH:40][cH:41][cH:42][cH:43][cH:44]1>>[CH3:1][O:2][c:3]1[cH:4][c:5]2[c:6]([O:15][c:16]3[cH:17][cH:18][c:19]([NH:20][C:36]([NH:35][C:33]([c:28]4[c:27]([CH3:26])[cH:32][cH:31][cH:30][cH:29]4)=[O:34])=[S:37])[cH:21][cH:22]3)[cH:7][cH:8][n:9][c:10]2[cH:11][c:12]1[O:13][CH3:14]. Reaction SMILES: [BrH:1].[C:16](=[O:17])([O-:18])[O-:19].[CH3:23][S:24]([O:25][CH2:28][CH2:29][CH2:30][N:31]1[CH2:32][CH:33]([CH3:37])[CH2:34][CH2:35][CH2:36]1)(=[O:26])=[O:27].[CH3:2][c:3]1[n:4][cH:5][cH:6][c:7](-[c:9]2[cH:10][cH:11][c:12]([OH:15])[cH:13][cH:14]2)[cH:8]1.[CH3:38][N:39]([CH3:40])[CH:41]=[O:42].[ClH:22].[K+:20].[K+:21]>>[CH3:2][c:3]1[n:4][cH:5][cH:6][c:7](-[c:9]2[cH:10][cH:11][c:12]([O:15][CH2:28][CH2:29][CH2:30][N:31]3[CH2:32][CH:33]([CH3:37])[CH2:34][CH2:35][CH2:36]3)[cH:13][cH:14]2)[cH:8]1. Reactants: Br, O=C([O-])[O-], CC1CCCN(CCCOS(C)(=O)=O)C1, Cc1cc(-c2ccc(O)cc2)ccn1, CN(C)C=O, Cl, [K+], [K+]. Yields the product Cc1cc(-c2ccc(OCCCN3CCCC(C)C3)cc2)ccn1.